This data is from the Open Reaction Database (ORD), a public repository of structured organic reaction records. The task is: describe an organic reaction: reactants, conditions, products, and yield Product: COC1=C2C(=NC=C1)OCC2=O (4-methoxyfuro[2,3-b]pyridin-3(2H)-one). The reactants are O1CC(C=2C1=CN=CC2)=O (furo[2,3-c]pyridin-3(2H)-one), C(C)OC(=O)C1=C(C=2C(=NC=CC2OC)O1)O (3-hydroxy-4-methoxyfuro[2,3-b]pyridine-2-carboxylic acid ethyl ester). As a reaction SMILES: O1C2=CN=CC=C2C(=O)C1.C(OC([C:16]1[O:26][C:19]2=[N:20][CH:21]=[CH:22][C:23]([O:24][CH3:25])=[C:18]2[C:17]=1[OH:27])=O)C>>[CH3:25][O:24][C:23]1[CH:22]=[CH:21][N:20]=[C:19]2[O:26][CH2:16][C:17](=[O:27])[C:18]=12. Procedure details: This compound was prepared using a method analogous to that of furo[2,3-c]pyridin-3(2H)-one (A.2.4.3), 3-hydroxy-4-methoxyfuro[2,3-b]pyridine-2-carboxylic acid ethyl ester replacing 3-hydroxyfuro[2,3-c]pyridine-2-carboxylic acid ethyl ester;